Dataset: the Open Reaction Database (ORD), a public repository of structured organic reaction records. Task: describe an organic reaction: reactants, conditions, products, and yield Reagents/catalysts: [Ni] (Ni). The solvent is O (water). Isolated yield 35.1%. The product is OC1CC(CCC1)C(=O)O (3-hydroxycyclohexane-1-carboxylic acid). Procedure: A 1 L pressure tank reactor (60 atm) containing a solution of 3-hydroxybenzoic acid (30 g, 217.20 mmol, 1.00 equiv), Raney Ni (5 g) and sodium hydroxide (6.4 g, 160.00 mmol, 0.74 equiv) in water (500 mL) was introduced H2 (gas, 60 atm) and the resulting solution was stirred overnight at 150° C. After completion of the reaction, the reaction temperature was cooled down to room temperature and the solids were filtered out by filtration. The resulting solution was neutralized with 12 M HCl, extract... Reaction conditions: temperature 150 celsius, time 8 hour. Starting materials: OC=1C=C(C(=O)O)C=CC1 (3-hydroxybenzoic acid), [OH-].[Na+] (sodium hydroxide). Reaction SMILES: [OH:1][C:2]1[CH:3]=[C:4]([CH:8]=[CH:9][CH:10]=1)[C:5]([OH:7])=[O:6].[OH-].[Na+]>O.[Ni]>[OH:1][CH:2]1[CH2:10][CH2:9][CH2:8][CH:4]([C:5]([OH:7])=[O:6])[CH2:3]1 |f:1.2|. Starting materials: CCOC(C)(C)c1cc(NC(=O)Oc2ccccc2)n(-c2ccccc2)n1, C1CCOC1, COc1cc2ncnc(Oc3cccc(N)c3)c2cc1OC, CCN(C(C)C)C(C)C. Product: CCOC(C)(C)c1cc(NC(=O)Nc2cccc(Oc3ncnc4cc(OC)c(OC)cc34)c2)n(-c2ccccc2)n1. Reaction SMILES: [CH2:1]([CH3:2])[O:3][C:4]([CH3:5])([CH3:6])[c:7]1[n:8][n:9](-[c:22]2[cH:23][cH:24][cH:25][cH:26][cH:27]2)[c:10]([NH:12][C:13]([O:14][c:15]2[cH:16][cH:17][cH:18][cH:19][cH:20]2)=[O:21])[cH:11]1.[CH2:59]1[O:60][CH2:61][CH2:62][CH2:63]1.[CH3:28][O:29][c:30]1[cH:31][c:32]2[c:33]([O:42][c:43]3[cH:44][c:45]([NH2:46])[cH:47][cH:48][cH:49]3)[n:34][cH:35][n:36][c:37]2[cH:38][c:39]1[O:40][CH3:41].[CH:50]([N:51]([CH2:52][CH3:53])[CH:54]([CH3:55])[CH3:56])([CH3:57])[CH3:58]>>[CH2:1]([CH3:2])[O:3][C:4]([CH3:5])([CH3:6])[c:7]1[n:8][n:9](-[c:22]2[cH:23][cH:24][cH:25][cH:26][cH:27]2)[c:10]([NH:12][C:13](=[O:21])[NH:46][c:45]2[cH:44][c:43]([O:42][c:33]3[c:32]4[cH:31][c:30]([O:29][CH3:28])[c:39]([O:40][CH3:41])[cH:38][c:37]4[n:36][cH:35][n:34]3)[cH:49][cH:48][cH:47]2)[cH:11]1.